Dataset: the Open Reaction Database (ORD), a public repository of structured organic reaction records. Task: describe an organic reaction: reactants, conditions, products, and yield Reactants: Cl.N[C@@H]1CC[C@H](CC1)NC(=O)C1=C(NC2=C1N=CN=C2C2=C(C=CC(=C2)C(C)C)OCC2CC2)C (N-(trans-4-aminocyclohexyl)-4-[2-(cyclopropylmethoxy)-5-(propan-2-yl)phenyl]-6-methyl-5H-pyrrolo[3,2-d]pyrimidine-7-carboxamide hydrochloride), C(C)(=O)Cl (acetyl chloride). Product: C(C)(=O)N[C@@H]1CC[C@H](CC1)NC(=O)C1=C(NC2=C1N=CN=C2C2=C(C=CC(=C2)C(C)C)OCC2CC2)C (N-[trans-4-(Acetylamino)cyclohexyl]-4-[2-(cyclopropylmethoxy)-5-(propan-2-yl)phenyl]-6-methyl-5H-pyrrolo[3,2-d]pyrimidine-7-carboxamide). As a reaction SMILES: Cl.[NH2:2][C@H:3]1[CH2:8][CH2:7][C@H:6]([NH:9][C:10]([C:12]2[C:16]3[N:17]=[CH:18][N:19]=[C:20]([C:21]4[CH:26]=[C:25]([CH:27]([CH3:29])[CH3:28])[CH:24]=[CH:23][C:22]=4[O:30][CH2:31][CH:32]4[CH2:34][CH2:33]4)[C:15]=3[NH:14][C:13]=2[CH3:35])=[O:11])[CH2:5][CH2:4]1.[C:36](Cl)(=[O:38])[CH3:37]>>[C:36]([NH:2][C@H:3]1[CH2:8][CH2:7][C@H:6]([NH:9][C:10]([C:12]2[C:16]3[N:17]=[CH:18][N:19]=[C:20]([C:21]4[CH:26]=[C:25]([CH:27]([CH3:29])[CH3:28])[CH:24]=[CH:23][C:22]=4[O:30][CH2:31][CH:32]4[CH2:33][CH2:34]4)[C:15]=3[NH:14][C:13]=2[CH3:35])=[O:11])[CH2:5][CH2:4]1)(=[O:38])[CH3:37] |f:0.1|. Reported procedure: Starting from N-(trans-4-aminocyclohexyl)-4-[2-(cyclopropylmethoxy)-5-(propan-2-yl)phenyl]-6-methyl-5H-pyrrolo[3,2-d]pyrimidine-7-carboxamide hydrochloride (example D.f53) and commercially available acetyl chloride the title compound is obtained as colorless solid.